From a dataset of the Open Reaction Database (ORD), a public repository of structured organic reaction records. describe an organic reaction: reactants, conditions, products, and yield Starting materials: C1(=CC=CC=C1)S(=O)(=O)C(CCCCCCCCCCC(=O)O)CCCC\C=C/C\C=C/C\C=C/C\C=C/CCCCC ((17Z,20Z,23Z,26Z)-12-(phenylsulfonyl)dotriaconta-17,20,23,26-tetraenoic acid), Na2HPO4. The reagents and catalysts are [Na].[Hg] (sodium amalgam). Run in C(C)(=O)OCC.CCCCCC (ethyl acetate hexane), CO (methanol). Conditions: time 40 hour. Yields the product C(CCCCCCCCCCCCCCC\C=C/C\C=C/C\C=C/C\C=C/CCCCC)(=O)O ((17Z,20Z,23Z,26Z)-dotriaconta-17,20,23,26-tetraenoic acid). Isolated yield 50.4%. Reaction SMILES: C1(S([CH:10]([CH2:24][CH2:25][CH2:26][CH2:27]/[CH:28]=[CH:29]\[CH2:30]/[CH:31]=[CH:32]\[CH2:33]/[CH:34]=[CH:35]\[CH2:36]/[CH:37]=[CH:38]\[CH2:39][CH2:40][CH2:41][CH2:42][CH3:43])[CH2:11][CH2:12][CH2:13][CH2:14][CH2:15][CH2:16][CH2:17][CH2:18][CH2:19][CH2:20][C:21]([OH:23])=[O:22])(=O)=O)C=CC=CC=1>CO.C(OCC)(=O)C.CCCCCC.[Na].[Hg]>[C:21]([OH:23])(=[O:22])[CH2:20][CH2:19][CH2:18][CH2:17][CH2:16][CH2:15][CH2:14][CH2:13][CH2:12][CH2:11][CH2:10][CH2:24][CH2:25][CH2:26][CH2:27]/[CH:28]=[CH:29]\[CH2:30]/[CH:31]=[CH:32]\[CH2:33]/[CH:34]=[CH:35]\[CH2:36]/[CH:37]=[CH:38]\[CH2:39][CH2:40][CH2:41][CH2:42][CH3:43] |f:2.3,4.5,^1:57|. Procedure details: To a solution of (17Z,20Z,23Z,26Z)-12-(phenylsulfonyl)dotriaconta-17,20,23,26-tetraenoic acid (0.0643 g, 0.105 mmol) in methanol (8 mL) was added Na2HPO4 (0.074 g, 0.525 mmol) and 10% sodium amalgam (5.16 g, 2.308 mmol) and the resulting reaction mixture was stirred under nitrogen at room temperature for 40 h. The solvent was decanted and acidified (pH 4) with 1M HCl. The aqueous phase was extracted with DCM (3×10 mL), washed with brine (2×10 mL), dried over MgSO4, filtered and evaporated. The p... The reactants are C([O-])([O-])=O.[K+].[K+] (potassium carbonate), CC1=CC=C(C=C1)S(=O)(=O)[O-].C1=CC=[NH+]C=C1 (PPTS), C(C)(=O)OCCC1(C(CCC1)=O)C(=O)OCC=C (2-(2-acetoxyethyl)-2-(2-propenyloxycarbonyl)cyclopentanone). Run in CO (methanol). Yields the product 146, COC12OCCC2(CCC1)C(=O)OCC=C (1-methoxy-5-(2-propenyloxycarbonyl)-2-oxabicyclo[3.3.0]octane). Isolated yield 80.0%. RXN SMILES: [CH3:1]C1C=CC(S([O-])(=O)=O)=CC=1.C1C=C[NH+]=CC=1.C([O:21][CH2:22][CH2:23][C:24]1([C:30]([O:32][CH2:33][CH:34]=[CH2:35])=[O:31])[CH2:28][CH2:27][CH2:26][C:25]1=[O:29])(=O)C.C(=O)([O-])[O-].[K+].[K+]>CO>[CH3:1][O:29][C:25]12[CH2:26][CH2:27][CH2:28][C:24]1([C:30]([O:32][CH2:33][CH:34]=[CH2:35])=[O:31])[CH2:23][CH2:22][O:21]2 |f:0.1,3.4.5|. Procedure: A reaction vessel was charged with 1,580 parts of methanol, 25 parts of PPTS, 254 parts of 2-(2-acetoxyethyl)-2-(2-propenyloxycarbonyl)cyclopentanone (14) obtained in Preparation Example 3 at room temperature. The mixture was refluxed for three hours with stirring. After cooling the reaction solution to room temperature, 30 parts of potassium carbonate was added and the mixture was stirred for one hour at room temperature. Insoluble matters were removed by filtration, the filtrate was washed wit... Starting materials: CCCc1cc(S)ccc1OCC(=O)OCC, Cc1ccccc1OCc1ccc(C(F)(F)F)cc1, O=C(O[IH2](OC(=O)C(F)(F)F)c1ccccc1)C(F)(F)F, OC(C(F)(F)F)C(F)(F)F. Product: CCCc1cc(Sc2ccc(OCc3ccc(C(F)(F)F)cc3)c(C)c2)ccc1OCC(=O)OCC. RXN SMILES: [CH2:1]([CH3:2])[O:3][C:4]([CH2:5][O:6][c:7]1[c:8]([CH2:14][CH2:15][CH3:16])[cH:9][c:10]([SH:13])[cH:11][cH:12]1)=[O:17].[CH3:18][c:19]1[c:20]([O:25][CH2:26][c:27]2[cH:28][cH:29][c:30]([C:33]([F:34])([F:35])[F:36])[cH:31][cH:32]2)[cH:21][cH:22][cH:23][cH:24]1.[F:37][C:38]([F:39])([F:40])[C:41]([O:42][IH2:43]([c:44]1[cH:45][cH:46][cH:47][cH:48][cH:49]1)[O:50][C:51](=[O:52])[C:53]([F:54])([F:55])[F:56])=[O:57].[F:58][C:59]([F:60])([F:61])[CH:62]([OH:63])[C:64]([F:65])([F:66])[F:67]>>[CH2:1]([CH3:2])[O:3][C:4]([CH2:5][O:6][c:7]1[c:8]([CH2:14][CH2:15][CH3:16])[cH:9][c:10]([S:13][c:23]2[cH:22][cH:21][c:20]([O:25][CH2:26][c:27]3[cH:28][cH:29][c:30]([C:33]([F:34])([F:35])[F:36])[cH:31][cH:32]3)[c:19]([CH3:18])[cH:24]2)[cH:11][cH:12]1)=[O:17]. Reactants: C(C(C)(C)C)(=O)CC#N (pivaloyl acetonitrile), COC(N(C)C)OC (N,N-dimethylformamide dimethyl acetal). Conditions: time 8 hour. The product is CN(C)C=C(C#N)C(C(C)(C)C)=O (2-[(dimethylamino)methylene]-4,4-dimethyl-3-oxopentanenitrile). RXN SMILES: [C:1]([CH2:7][C:8]#[N:9])(=[O:6])[C:2]([CH3:5])([CH3:4])[CH3:3].CO[CH:12](OC)[N:13]([CH3:15])[CH3:14]>>[CH3:15][N:13]([CH:12]=[C:7]([C:1](=[O:6])[C:2]([CH3:5])([CH3:4])[CH3:3])[C:8]#[N:9])[CH3:14]. Procedure details: A mixture of 25.0 g of pivaloyl acetonitrile in 50 ml of N,N-dimethylformamide dimethyl acetal was stirred at room temperature for 8 hours under argon and then the solvent was evaporated and n-hexane was added with stirring. The product was collected by filtration to give 34.6 g of 2-[(dimethylamino)methylene]-4,4-dimethyl-3-oxopentanenitrile.